From a dataset of the Open Reaction Database (ORD), a public repository of structured organic reaction records. describe an organic reaction: reactants, conditions, products, and yield Starting materials: BrCc1ccccc1, O=c1[nH]ncc(Cl)c1Cl, [K+], [K+], O=C([O-])[O-], CN(C)C=O, O. The product is O=c1c(Cl)c(Cl)cnn1Cc1ccccc1. RXN SMILES: [Br:21][CH2:22][c:23]1[cH:24][cH:25][cH:26][cH:27][cH:28]1.[Cl:1][c:2]1[c:3](=[O:9])[nH:4][n:5][cH:6][c:7]1[Cl:8].[K+:15].[K+:16].[O-:17][C:18]([O-:19])=[O:20].[O:10]=[CH:11][N:12]([CH3:13])[CH3:14].[OH2:29]>>[Cl:1][c:2]1[c:3](=[O:9])[n:4]([CH2:22][c:23]2[cH:24][cH:25][cH:26][cH:27][cH:28]2)[n:5][cH:6][c:7]1[Cl:8]. The reactants are C(C)I (ethyl iodide), OC=1C=CC(=NC1)C (5-hydroxy-2-methylpyridine), [H-].[Na+] (sodium hydride). Conditions: time 8 hour. Solvent: CN(C=O)C (DMF), CN(C=O)C (dimethylformamide), O (water). Procedure: To a stirred suspension of 16.6 g sodium hydride in 500 ml dry dimethylformamide (DMF) under nitrogen at 0° C. is added 90 g 5-hydroxy-2-methylpyridine at such a rate that the temperature remains between 0°-5° C. When gas evolution ceases, 73.8 ml ethyl iodide in 100 ml DMF is added dropwise. After stirring at room temperature overnight, the mixture is diluted with water and extracted with ether. The ether extracts are washed with brine, dried and concentrated. This oil is distilled to give 62.5... Yields the product C(C)OC=1C=CC(=NC1)C (5-ethoxy-2-methylpyridine). As a reaction SMILES: [H-].[Na+].[OH:3][C:4]1[CH:5]=[CH:6][C:7]([CH3:10])=[N:8][CH:9]=1.[CH2:11](I)[CH3:12]>CN(C)C=O.O>[CH2:11]([O:3][C:4]1[CH:5]=[CH:6][C:7]([CH3:10])=[N:8][CH:9]=1)[CH3:12] |f:0.1|.